describe an organic reaction: reactants, conditions, products, and yield From a dataset of the Open Reaction Database (ORD), a public repository of structured organic reaction records. Starting materials: CC(C)(C=O)COC1CCOC1, COP(=O)(OC)C(=[N+]=[N-])C(C)=O, CO, [K+], [K+], O=C([O-])[O-]. Yields the product C#CC(C)(C)COC1CCOC1. RXN SMILES: [CH3:13][C:14]([CH:15]=[O:16])([CH2:17][O:18][CH:19]1[CH2:20][O:21][CH2:22][CH2:23]1)[CH3:24].[CH3:1][O:2][P:3]([C:4](=[N+:5]=[N-:6])[C:7](=[O:8])[CH3:9])(=[O:10])[O:11][CH3:12].[CH3:31][OH:32].[K+:25].[K+:26].[O-:27][C:28]([O-:29])=[O:30]>>[CH:1]#[C:15][C:14]([CH3:13])([CH2:17][O:18][CH:19]1[CH2:20][O:21][CH2:22][CH2:23]1)[CH3:24]. The reactants are C1(=CC=CC2=CC=CC=C12)CC(=O)O (1-naphthylacetic acid), C(=O)(N1C=NC=C1)N1C=NC=C1 (1,1'-carbonyldiimidazole), C(C)OC(C(CN)CC1=CC=CC=C1)=O (3-amino-2-benzylpropionic acid ethyl ester). Yield: 41.1%. Run in ClCCl (dichloromethane). Yields the product C(C)OC(C(CNC(CC1=CC=CC2=CC=CC=C12)=O)CC1=CC=CC=C1)=O (2-benzyl-3-(1-naphthylacetamido)propionic acid ethyl ester). Reaction SMILES: [C:1]1([CH2:11][C:12]([OH:14])=O)[C:10]2[C:5](=[CH:6][CH:7]=[CH:8][CH:9]=2)[CH:4]=[CH:3][CH:2]=1.C(N1C=CN=C1)(N1C=CN=C1)=O.[CH2:27]([O:29][C:30](=[O:41])[CH:31]([CH2:34][C:35]1[CH:40]=[CH:39][CH:38]=[CH:37][CH:36]=1)[CH2:32][NH2:33])[CH3:28]>ClCCl>[CH2:27]([O:29][C:30](=[O:41])[CH:31]([CH2:34][C:35]1[CH:40]=[CH:39][CH:38]=[CH:37][CH:36]=1)[CH2:32][NH:33][C:12](=[O:14])[CH2:11][C:1]1[C:10]2[C:5](=[CH:6][CH:7]=[CH:8][CH:9]=2)[CH:4]=[CH:3][CH:2]=1)[CH3:28]. Procedure: A solution of 173 g of 1-naphthylacetic acid and 151 mg of 1,1'-carbonyldiimidazole in dry dichloromethane was stirred for 1 hour at room temperature. To the mixture was added 227 mg of 3-amino-2-benzylpropionic acid ethyl ester obtained, and the mixture was heated under reflux for 16 hours. The reaction mixture was concentrated under reduced pressure, and the residue was dissolved in ethyl acetate, and then the organic layer was washed successively with a 1N-hydrochloric acid, a 5% aqueous sodi... Starting materials: Cc1cccc2nc(S)n(C)c(=O)c12, CCO, O=C(c1ccc(CBr)cc1)c1ccccc1Cl, [Na+], [OH-]. The product is Cc1cccc2nc(SCc3ccc(C(=O)c4ccccc4Cl)cc3)n(C)c(=O)c12. As a reaction SMILES: [CH3:1][n:2]1[c:3]([SH:14])[n:4][c:5]2[cH:6][cH:7][cH:8][c:9]([CH3:13])[c:10]2[c:11]1=[O:12].[CH3:34][CH2:35][OH:36].[Cl:17][c:18]1[c:19]([C:20](=[O:21])[c:22]2[cH:23][cH:24][c:25]([CH2:26][Br:27])[cH:28][cH:29]2)[cH:30][cH:31][cH:32][cH:33]1.[Na+:16].[OH-:15]>>[CH3:1][n:2]1[c:3]([S:14][CH2:26][c:25]2[cH:24][cH:23][c:22]([C:20]([c:19]3[c:18]([Cl:17])[cH:33][cH:32][cH:31][cH:30]3)=[O:21])[cH:29][cH:28]2)[n:4][c:5]2[cH:6][cH:7][cH:8][c:9]([CH3:13])[c:10]2[c:11]1=[O:12]. The reactants are CCOC(=O)C=C1CCCCC1, CO, [K+], [OH-], O. The product is O=C(O)C=C1CCCCC1. Reaction SMILES: [CH2:3]([CH3:4])[O:5][C:6]([CH:7]=[C:8]1[CH2:9][CH2:10][CH2:11][CH2:12][CH2:13]1)=[O:14].[CH3:16][OH:17].[K+:2].[OH-:1].[OH2:15]>>[O:5]=[C:6]([CH:7]=[C:8]1[CH2:9][CH2:10][CH2:11][CH2:12][CH2:13]1)[OH:14]. Starting materials: NC=1C(=NC=C(C1)CC1=CC=C(C=C1)F)C(=O)OCC (ethyl 3-amino-5-[(4-fluorophenyl)methyl]-2-pyridinecarboxylate), CSCCC=O (3-(methythio)propionaldehyde), C(C)(=O)O (acetic acid), C(C)(=O)O[BH-](OC(C)=O)OC(C)=O.[Na+] (sodium triacetoxyborohydride). Run in ClCCl (dichloromethane), ClCCCl (1,2 dichloroethane). Reaction conditions: time 8 hour. Product: FC1=CC=C(C=C1)CC=1C=C(C(=NC1)C(=O)OCC)NCCCSC (ethyl 5-[(4-fluorophenyl)methyl]-3-{[3-(methylthio)propyl]amino}-2-pyridinecarboxylate). Reaction SMILES: [NH2:1][C:2]1[C:3]([C:16]([O:18][CH2:19][CH3:20])=[O:17])=[N:4][CH:5]=[C:6]([CH2:8][C:9]2[CH:14]=[CH:13][C:12]([F:15])=[CH:11][CH:10]=2)[CH:7]=1.[CH3:21][S:22][CH2:23][CH2:24][CH:25]=O.C(O)(=O)C.C(O[BH-](OC(=O)C)OC(=O)C)(=O)C.[Na+]>ClCCCl.ClCCl>[F:15][C:12]1[CH:11]=[CH:10][C:9]([CH2:8][C:6]2[CH:7]=[C:2]([NH:1][CH2:25][CH2:24][CH2:23][S:22][CH3:21])[C:3]([C:16]([O:18][CH2:19][CH3:20])=[O:17])=[N:4][CH:5]=2)=[CH:14][CH:13]=1 |f:3.4|. Procedure: To a solution of ethyl 3-amino-5-[(4-fluorophenyl)methyl]-2-pyridinecarboxylate (150 mg, 0.547 mmol) in 1,2 dichloroethane (2 mL) was added 3-(methythio)propionaldehyde (82 μL, 0.821 mmol), acetic acid (156 μL, 2.74 mmol), and sodium triacetoxyborohydride (232 mg, 1.09 mmol) respectively. The reaction mixture was stirred overnight at room temperature. The reaction mixture was diluted with dichloromethane and washed with water and brine, then dried over sodium sulfate. Filtration and concentratio... Reactants: [OH-].[Na+] (sodium hydroxide), O=C1C2=C(OC3=C(C1)C=CC=C3)C(=CC=C2)C(C(=O)N)C (2-(10,11-dihydro-11-oxo dibenzo[b,f]oxepin-4-yl)-propionamide), [OH-].[K+] (potassium hydroxide). Solvent: C(C)O (ethanol), O (water). Run at time 6.5 hour. The product is O=C1C2=C(OC3=C(C1)C=CC=C3)C(=CC=C2)C(C(=O)O)C (2-(10,11-dihydro-11-oxo dibenzo[b,f]oxepin-4-yl)-propionic acid). The yield is 84.7%. Reaction SMILES: [O:1]=[C:2]1[CH2:8][C:7]2[CH:9]=[CH:10][CH:11]=[CH:12][C:6]=2[O:5][C:4]2[C:13]([CH:17]([CH3:21])[C:18](N)=[O:19])=[CH:14][CH:15]=[CH:16][C:3]1=2.[OH-:22].[K+].[OH-].[Na+]>C(O)C.O>[O:1]=[C:2]1[CH2:8][C:7]2[CH:9]=[CH:10][CH:11]=[CH:12][C:6]=2[O:5][C:4]2[C:13]([CH:17]([CH3:21])[C:18]([OH:22])=[O:19])=[CH:14][CH:15]=[CH:16][C:3]1=2 |f:1.2,3.4|. Procedure: To 100 mg of 2-(10,11-dihydro-11-oxo dibenzo[b,f]oxepin-4-yl)-propionamide in 2 ml of ethanol was added 400 mg of potassium hydroxide in 2 ml of water and the mixture was refluxed with stirring for 6.5 hours. After the completion of the reaction, the solvent was distilled off to obtain the residue, to which was added 2N-sodium hydroxide solution, and the resulting mixture was extracted with ethyl acetate. The aqueous layer was acidified with hydrochloric acid and extracted with ethyl acetate. Th... Reactants: Cl (hydrochloric acid), [OH-].[K+] (Potassium hydroxide), resultant solution, Cl.OC=1C(=NC=CC1)CO (3-hydroxy-2-hydroxymethyl pyridine hydrochloride), C1(CC1)CBr (cyclopropylmethyl bromide). Run in CS(=O)C (DMSO), O (Water). Run at time 20 minute. Product: C1(CC1)COC=1C(=NC=CC1)CO (3-cyclopropylmethyloxy-2-hydroxymethyl pyridine). Isolated yield 43.2%. RXN SMILES: [OH-].[K+].Cl.[OH:4][C:5]1[C:6]([CH2:11][OH:12])=[N:7][CH:8]=[CH:9][CH:10]=1.[CH:13]1([CH2:16]Br)[CH2:15][CH2:14]1.Cl>O.CS(C)=O>[CH:13]1([CH2:16][O:4][C:5]2[C:6]([CH2:11][OH:12])=[N:7][CH:8]=[CH:9][CH:10]=2)[CH2:15][CH2:14]1 |f:0.1,2.3|. Procedure: Potassium hydroxide (5.2 g, 0.093 mol) was ground to a powder under nitrogen, added to DMSO (30 ml) and stirred for 20 min under nitrogen at room temperature. The mixture was cooled to 0° C. and 3-hydroxy-2-hydroxymethyl pyridine hydrochloride (5.0 g, 0.031 mol) was added. The slurry was stirred at 0° C. for 1 h before the addition of cyclopropylmethyl bromide (3.01 ml, 4.2 g, 0.031 mol). The mixture was allowed to warm to room temperature and stirred under nitrogen overnight. Water (100 ml) was... Reactants: FC(C(=O)NCCC=1C=CC2=C(NC(S2)=O)C1)(F)F (5-(2-trifluoroacetylaminoethyl)-1,3-benzothiazol-2(3H)-one), Cl (HCl). Run in C(C)O (ethanol). The product is Cl.NCCC=1C=CC2=C(NC(S2)=O)C1 (5-(2-aminoethyl)-1,3-benzothiazol-2(3H)-one hydrochloride). Reaction SMILES: FC(F)(F)C([NH:5][CH2:6][CH2:7][C:8]1[CH:9]=[CH:10][C:11]2[S:15][C:14](=[O:16])[NH:13][C:12]=2[CH:17]=1)=O.[ClH:20]>C(O)C>[ClH:20].[NH2:5][CH2:6][CH2:7][C:8]1[CH:9]=[CH:10][C:11]2[S:15][C:14](=[O:16])[NH:13][C:12]=2[CH:17]=1 |f:3.4|. Procedure details: 5-(2-trifluoroacetylaminoethyl)-1,3-benzothiazol-2(3H)-one (1.7 g) was dissolved in ethanol (17 ml) and HCl 6N (17 ml). The reactants are OCC(c1cccc(Br)n1)N1CCOCC1, O=C([O-])[O-], [K+], [K+], CC(C)(O)c1ccc(-c2nc(C(N)=O)c(N)s2)cc1, O=C(C=Cc1ccccc1)C=Cc1ccccc1, O=C(C=Cc1ccccc1)C=Cc1ccccc1, O=C(C=Cc1ccccc1)C=Cc1ccccc1, [Pd], [Pd]. Product: CC(C)(O)c1ccc(-c2nc(C(N)=O)c(Nc3cccc(C(CO)N4CCOCC4)n3)s2)cc1. RXN SMILES: [Br:26][c:27]1[cH:28][cH:29][cH:30][c:31]([CH:33]([CH2:34][OH:35])[N:36]2[CH2:37][CH2:38][O:39][CH2:40][CH2:41]2)[n:32]1.[C:20](=[O:21])([O-:22])[O-:23].[K+:24].[K+:25].[NH2:1][c:2]1[c:3]([C:17](=[O:18])[NH2:19])[n:4][c:5](-[c:7]2[cH:8][cH:9][c:10]([C:13]([CH3:14])([CH3:15])[OH:16])[cH:11][cH:12]2)[s:6]1.[O:44]=[C:45]([CH:46]=[CH:47][c:48]1[cH:49][cH:50][cH:51][cH:52][cH:53]1)[CH:54]=[CH:55][c:56]1[cH:57][cH:58][cH:59][cH:60][cH:61]1.[O:62]=[C:63]([CH:64]=[CH:65][c:66]1[cH:67][cH:68][cH:69][cH:70][cH:71]1)[CH:72]=[CH:73][c:74]1[cH:75][cH:76][cH:77][cH:78][cH:79]1.[O:80]=[C:81]([CH:82]=[CH:83][c:84]1[cH:85][cH:86][cH:87][cH:88][cH:89]1)[CH:90]=[CH:91][c:92]1[cH:93][cH:94][cH:95][cH:96][cH:97]1.[Pd:42].[Pd:43]>>[NH:1]([c:2]1[c:3]([C:17](=[O:18])[NH2:19])[n:4][c:5](-[c:7]2[cH:8][cH:9][c:10]([C:13]([CH3:14])([CH3:15])[OH:16])[cH:11][cH:12]2)[s:6]1)[c:27]1[cH:28][cH:29][cH:30][c:31]([CH:33]([CH2:34][OH:35])[N:36]2[CH2:37][CH2:38][O:39][CH2:40][CH2:41]2)[n:32]1.